From a dataset of the Open Reaction Database (ORD), a public repository of structured organic reaction records. describe an organic reaction: reactants, conditions, products, and yield Starting materials: ClC1=CC2=C(C(NC3=NC=CC=C23)=O)C=C1 (9-Chloro-5H-benzo[c][1,8]naphthyridin-6-one), CC(C)([O-])C.[Na+] (sodium tert-butoxide), FC(C1=C(CN)C=CC=C1)(F)F (2-trifluoromethylbenzylamine), C1(CCCCC1)P(C1=C(C=CC=C1)C1=C(C=C(C=C1C(C)C)C(C)C)C(C)C)C1CCCCC1 (2-dicyclohexylphosphino-2′,4′,6′-triisopropylbiphenyl). Reagents/catalysts: C(C)(=O)[O-].[Pd+2].C(C)(=O)[O-] (palladium(II) acetate). Solvent: O1CCOCC1 (dioxane). Run at temperature 100 celsius, time 8 hour. Product: CC=1C=C(CNC2=CC3=C(C(NC4=NC=CC=C34)=O)C=C2)C=CC1 (9-(3-Methyl-benzylamino)-5H-benzo[c][1,8]naphthyridin-6-one). Isolated yield 348.8%. Reaction SMILES: Cl[C:2]1[CH:16]=[CH:15][C:5]2[C:6](=[O:14])[NH:7][C:8]3[C:13]([C:4]=2[CH:3]=1)=[CH:12][CH:11]=[CH:10][N:9]=3.FC(F)(F)[C:19]1[CH:26]=[CH:25][CH:24]=[CH:23][C:20]=1[CH2:21][NH2:22].[CH:29]1(P(C2CCCCC2)C2C=CC=CC=2C2C(C(C)C)=CC(C(C)C)=CC=2C(C)C)CCCCC1.CC(C)([O-])C.[Na+]>O1CCOCC1.C([O-])(=O)C.[Pd+2].C([O-])(=O)C>[CH3:29][C:24]1[CH:23]=[C:20]([CH:19]=[CH:26][CH:25]=1)[CH2:21][NH:22][C:2]1[CH:16]=[CH:15][C:5]2[C:6](=[O:14])[NH:7][C:8]3[C:13]([C:4]=2[CH:3]=1)=[CH:12][CH:11]=[CH:10][N:9]=3 |f:3.4,6.7.8|. Reported procedure: 9-Chloro-5H-benzo[c][1,8]naphthyridin-6-one (50 mg, 0.22 mmol), 2-trifluoromethylbenzylamine (76 mg, 0.43 mmol), palladium(II) acetate (2 mg, 0.01 mmol), 2-dicyclohexylphosphino-2′,4′,6′-triisopropylbiphenyl (10 mg, 0.02 mmol), and sodium tert-butoxide (63 mg, 0.65 mmol) were suspended in dioxane (2 mL), and stirred overnight at 100° C. The reaction mixture was concentrated, diluted with H2O/EtOAc, and filtered. The precipitate was washed with EtOAc/H2O and purified via prep-LC-MS. The purified ... Yields the product O=C(O)COc1ccc(C(=O)c2c(-c3ccc(O)cc3)sc3cc(O)ccc23)cc1. The reactants are CO, Cl, [Na+], [OH-], COC(=O)COc1ccc(C(=O)c2c(-c3ccc(O)cc3)sc3cc(O)ccc23)cc1. As a reaction SMILES: [CH3:35][OH:36].[ClH:34].[Na+:33].[OH-:32].[OH:1][c:2]1[cH:3][cH:4][c:5]2[c:6]([s:7][c:8](-[c:24]3[cH:25][cH:26][c:27]([OH:30])[cH:28][cH:29]3)[c:9]2[C:10](=[O:11])[c:12]2[cH:13][cH:14][c:15]([O:18][CH2:19][C:20](=[O:21])[O:22][CH3:23])[cH:16][cH:17]2)[cH:31]1>>[OH:1][c:2]1[cH:3][cH:4][c:5]2[c:6]([s:7][c:8](-[c:24]3[cH:25][cH:26][c:27]([OH:30])[cH:28][cH:29]3)[c:9]2[C:10](=[O:11])[c:12]2[cH:13][cH:14][c:15]([O:18][CH2:19][C:20](=[O:21])[OH:22])[cH:16][cH:17]2)[cH:31]1.